This data is from the Open Reaction Database (ORD), a public repository of structured organic reaction records. The task is: describe an organic reaction: reactants, conditions, products, and yield Reactants: CI, COC(=O)c1cccc([N+](=O)[O-])c1NC(=O)C(F)(F)F, [H-], [Na+], CN(C)C=O. Yields the product COC(=O)c1cccc([N+](=O)[O-])c1N(C)C(=O)C(F)(F)F. Reaction SMILES: [CH3:23][I:24].[CH3:3][O:4][C:5]([c:6]1[c:7]([NH:15][C:16]([C:17]([F:18])([F:19])[F:20])=[O:21])[c:8]([N+:12](=[O:13])[O-:14])[cH:9][cH:10][cH:11]1)=[O:22].[H-:2].[Na+:1].[O:25]=[CH:26][N:27]([CH3:28])[CH3:29]>>[CH3:3][O:4][C:5]([c:6]1[c:7]([N:15]([C:16]([C:17]([F:18])([F:19])[F:20])=[O:21])[CH3:23])[c:8]([N+:12](=[O:13])[O-:14])[cH:9][cH:10][cH:11]1)=[O:22]. The reactants are CCN=C=NCCCN(C)C, CCN(C(C)C)C(C)C, Cl, NCC(=O)N1CCN(C(=O)c2cc(C(F)(F)F)ccc2Cl)CC1, CN(C)C=O, O, On1nnc2ccccc21, O=C(O)c1ccc(Nc2ccccc2)cc1. Product: O=C(NCC(=O)N1CCN(C(=O)c2cc(C(F)(F)F)ccc2Cl)CC1)c1ccc(Nc2ccccc2)cc1. As a reaction SMILES: [CH3:26][CH2:27][N:28]=[C:29]=[N:30][CH2:31][CH2:32][CH2:33][N:34]([CH3:35])[CH3:36].[CH:1]([N:2]([CH2:3][CH3:4])[CH:5]([CH3:6])[CH3:7])([CH3:8])[CH3:9].[ClH:70].[NH2:47][CH2:48][C:49](=[O:50])[N:51]1[CH2:52][CH2:53][N:54]([C:57]([c:58]2[c:59]([Cl:68])[cH:60][cH:61][c:62]([C:64]([F:65])([F:66])[F:67])[cH:63]2)=[O:69])[CH2:55][CH2:56]1.[O:71]=[CH:72][N:73]([CH3:74])[CH3:75].[OH2:76].[OH:37][n:38]1[c:39]2[c:40]([cH:41][cH:42][cH:43][cH:44]2)[n:45][n:46]1.[c:10]1([NH:16][c:17]2[cH:18][cH:19][c:20]([C:21](=[O:22])[OH:23])[cH:24][cH:25]2)[cH:11][cH:12][cH:13][cH:14][cH:15]1>>[c:10]1([NH:16][c:17]2[cH:18][cH:19][c:20]([C:21](=[O:23])[NH:47][CH2:48][C:49](=[O:50])[N:51]3[CH2:52][CH2:53][N:54]([C:57]([c:58]4[c:59]([Cl:68])[cH:60][cH:61][c:62]([C:64]([F:65])([F:66])[F:67])[cH:63]4)=[O:69])[CH2:55][CH2:56]3)[cH:24][cH:25]2)[cH:11][cH:12][cH:13][cH:14][cH:15]1.